The task is: describe an organic reaction: reactants, conditions, products, and yield. This data is from the Open Reaction Database (ORD), a public repository of structured organic reaction records. Starting materials: [BH4-], CCO, CCOC(C)=O, O=Cc1ccc(-c2ncn(-c3ccc(OC(F)(F)F)cc3)n2)cc1, [Na+]. The product is OCc1ccc(-c2ncn(-c3ccc(OC(F)(F)F)cc3)n2)cc1. As a reaction SMILES: [BH4-:25].[CH3:27][CH2:28][OH:29].[CH3:30][CH2:31][O:32][C:33]([CH3:34])=[O:35].[F:1][C:2]([O:3][c:4]1[cH:5][cH:6][c:7](-[n:10]2[n:11][c:12](-[c:15]3[cH:16][cH:17][c:18]([CH:19]=[O:20])[cH:21][cH:22]3)[n:13][cH:14]2)[cH:8][cH:9]1)([F:23])[F:24].[Na+:26]>>[F:1][C:2]([O:3][c:4]1[cH:5][cH:6][c:7](-[n:10]2[n:11][c:12](-[c:15]3[cH:16][cH:17][c:18]([CH2:19][OH:20])[cH:21][cH:22]3)[n:13][cH:14]2)[cH:8][cH:9]1)([F:23])[F:24].